From a dataset of the Open Reaction Database (ORD), a public repository of structured organic reaction records. describe an organic reaction: reactants, conditions, products, and yield Reactants: C(C)OC(=O)NC(C(C)=O)C(C)(C)C (N-ethoxycarbonyl-3-amino-4,4-dimethyl-pentan-2-one), Br (hydrobromic acid). The product is Br.NC(C(C)=O)C(C)(C)C ((3RS)-3-amino-4,4-dimethyl-pentan-2-one hydrobromide). As a reaction SMILES: C(OC([NH:6][CH:7]([C:11]([CH3:14])([CH3:13])[CH3:12])[C:8](=[O:10])[CH3:9])=O)C.[BrH:15]>>[BrH:15].[NH2:6][CH:7]([C:11]([CH3:14])([CH3:13])[CH3:12])[C:8](=[O:10])[CH3:9] |f:2.3|. Reported procedure: N-ethoxycarbonyl-3-amino-4,4-dimethyl-pentan-2-one (203 mg) is dissolved in 48% aqueous hydrobromic acid (4 ml) and the solution is stirred under reflux for 6 hours. The reaction mixture is then evaporated under reduced pressure to give a solid residue, that is further purified by recrystallisation (from ethanol/diethylether) to afford 149 mg of pure (3RS)-3-amino-4,4-dimethyl-pentan-2-one hydrobromide (m.p. 218°-220° C.)